This data is from the Open Reaction Database (ORD), a public repository of structured organic reaction records. The task is: describe an organic reaction: reactants, conditions, products, and yield The reactants are (E/Z)-3-((3-iodo-1H-indazol-6-yl)methylene)-5-methoxyindolin-2-one, N1C(CC2=CC=CC=C12)=O (oxindole), N1=CC(=CC=C1)/C=C/C1=NNC2=CC(=CC=C12)C=O ((E)-3-(2-(pyridin-3-yl)vinyl)-1H-indazole-6-carbaldehyde). The product is N1=CC(=CC=C1)/C=C/C1=NNC2=CC(=CC=C12)\C=C/1\C(NC2=CC=CC=C12)=O ((E)-3-((3-((E)-2-(pyridin-3-yl)vinyl)-1H-indazol-6-yl)methylene)-indolin-2-one). Isolated yield 83.7%. RXN SMILES: [NH:1]1[C:9]2[C:4](=[CH:5][CH:6]=[CH:7][CH:8]=2)[CH2:3][C:2]1=[O:10].[N:11]1[CH:16]=[CH:15][CH:14]=[C:13](/[CH:17]=[CH:18]/[C:19]2[C:27]3[C:22](=[CH:23][C:24]([CH:28]=O)=[CH:25][CH:26]=3)[NH:21][N:20]=2)[CH:12]=1>>[N:11]1[CH:16]=[CH:15][CH:14]=[C:13](/[CH:17]=[CH:18]/[C:19]2[C:27]3[C:22](=[CH:23][C:24](/[CH:28]=[C:3]4/[C:2](=[O:10])[NH:1][C:9]5[C:4]/4=[CH:5][CH:6]=[CH:7][CH:8]=5)=[CH:25][CH:26]=3)[NH:21][N:20]=2)[CH:12]=1. Procedure details: The title compound (61 mg, 84%) was synthesized as a yellow solid according to the method described for (E/Z)-3-((3-iodo-1H-indazol-6-yl)methylene)-5-methoxyindolin-2-one (oil temp 75° C., reflux 90 min) using oxindole (26.6 mg, 0.2 mmol) and (E)-3-(2-(pyridin-3-yl)vinyl)-1H-indazole-6-carbaldehyde (49.8 mg, 0.2 mmol). 1H NMR (400 MHz, DMSO-d6) δ 13.46 (s, 1H, NH), 10.64 (s, 1H, NH), 8.91 (s, 1H), 8.48 (d, J=4.4 Hz, 1H), 8.36 (d, J=8.4 Hz, 1H), 8.20 (d, J=8.4 Hz, 1H), 7.90 (s, 1H), 7.80 (s, 1H),... Reactants: COS(=O)(=O)OC, CCO, Nc1cccc(-c2c(C(=O)c3ccccc3)cnc3c(C(F)(F)F)cccc23)c1. The product is CNc1cccc(-c2c(C(=O)c3ccccc3)cnc3c(C(F)(F)F)cccc23)c1. Reaction SMILES: [CH3:30][O:31][S:32]([O:33][CH3:34])(=[O:35])=[O:36].[CH3:37][CH2:38][OH:39].[NH2:1][c:2]1[cH:3][c:4](-[c:8]2[c:9]([C:22](=[O:23])[c:24]3[cH:25][cH:26][cH:27][cH:28][cH:29]3)[cH:10][n:11][c:12]3[c:13]([C:18]([F:19])([F:20])[F:21])[cH:14][cH:15][cH:16][c:17]23)[cH:5][cH:6][cH:7]1>>[NH:1]([c:2]1[cH:3][c:4](-[c:8]2[c:9]([C:22](=[O:23])[c:24]3[cH:25][cH:26][cH:27][cH:28][cH:29]3)[cH:10][n:11][c:12]3[c:13]([C:18]([F:19])([F:20])[F:21])[cH:14][cH:15][cH:16][c:17]23)[cH:5][cH:6][cH:7]1)[CH3:30]. Reactants: COC(=O)c1cc(Cl)ccc1NC(=O)C(CCC(=O)OCc1ccccc1)NC(=O)OC(C)(C)C, C1CCOC1, CCOC(C)=O. RXN SMILES: [CH2:1]([c:2]1[cH:3][cH:4][cH:5][cH:6][cH:7]1)[O:8][C:9]([CH2:10][CH2:11][CH:12]([C:13](=[O:14])[NH:15][c:16]1[c:17]([C:18](=[O:19])[O:20][CH3:21])[cH:22][c:23]([Cl:26])[cH:24][cH:25]1)[NH:27][C:28](=[O:29])[O:30][C:31]([CH3:32])([CH3:33])[CH3:34])=[O:35].[CH2:42]1[O:43][CH2:44][CH2:45][CH2:46]1.[CH3:36][CH2:37][O:38][C:39](=[O:40])[CH3:41]>>[O:8]=[C:9]([CH2:10][CH2:11][CH:12]([C:13](=[O:14])[NH:15][c:16]1[c:17]([C:18](=[O:19])[O:20][CH3:21])[cH:22][c:23]([Cl:26])[cH:24][cH:25]1)[NH:27][C:28](=[O:29])[O:30][C:31]([CH3:32])([CH3:33])[CH3:34])[OH:35]. The product is COC(=O)c1cc(Cl)ccc1NC(=O)C(CCC(=O)O)NC(=O)OC(C)(C)C. The reactants are [Al+3], C1CCOC1, CCOC(=O)C=C(C)c1ccc(C2CCCCC2)cc1, [H-], [H-], [H-], [H-], [Li+]. Product: CC(=CCO)c1ccc(C2CCCCC2)cc1. RXN SMILES: [Al+3:2].[CH2:27]1[O:28][CH2:29][CH2:30][CH2:31]1.[CH:7]1([c:13]2[cH:14][cH:15][c:16]([C:19](=[CH:20][C:21](=[O:22])[O:23][CH2:24][CH3:25])[CH3:26])[cH:17][cH:18]2)[CH2:8][CH2:9][CH2:10][CH2:11][CH2:12]1.[H-:1].[H-:4].[H-:5].[H-:6].[Li+:3]>>[CH:7]1([c:13]2[cH:14][cH:15][c:16]([C:19](=[CH:20][CH2:21][OH:22])[CH3:26])[cH:17][cH:18]2)[CH2:8][CH2:9][CH2:10][CH2:11][CH2:12]1. Starting materials: C(C1=CC=CC=C1)N1CC(CCC1)=O (1-Benzyl-3-piperidone), solution, BrC=1C=C(C=CC1)OC (3-bromoanisole), [Mg] (magnesium), II (iodine crystals), BrC=1C=C(C=CC1)OC (3-bromoanisole), [NH4+].[Cl-] (NH4Cl), BrC=1C=C(C=CC1)OC (3-Bromoanisole). Run in C(C)OC(C)=O (ethylacetate), C(C)OCC (diethyl ether), C(C)OCC (diethyl ether), C(C)OCC (diethyl ether), C(C)OCC (diethyl ether). Reaction conditions: time 1 hour. Product: COC=1C=C(C=CC1)C1CN(CCC1)CC1=CC=CC=C1 (3-(3-Methoxy-phenyl)-1-benzylpiperidine). As a reaction SMILES: Br[C:2]1[CH:3]=[C:4]([O:8][CH3:9])[CH:5]=[CH:6][CH:7]=1.[Mg].II.[CH2:13]([N:20]1[CH2:25][CH2:24][CH2:23][C:22](=O)[CH2:21]1)[C:14]1[CH:19]=[CH:18][CH:17]=[CH:16][CH:15]=1.[NH4+].[Cl-]>C(OCC)C.C(OC(=O)C)C>[CH3:9][O:8][C:4]1[CH:3]=[C:2]([CH:22]2[CH2:23][CH2:24][CH2:25][N:20]([CH2:13][C:14]3[CH:19]=[CH:18][CH:17]=[CH:16][CH:15]=3)[CH2:21]2)[CH:7]=[CH:6][CH:5]=1 |f:4.5|. Procedure: 3-Bromoanisole (14.824 g, 79.26 mmol) was dissolved in 160 mL of diethyl ether dried on Na. Approximately 10% of the solution of 3-bromoanisole in dry diethyl ether was added to magnesium (1.927 g, 79.27 mmol) and a few iodine crystals in a dried 500 mL three-necked flask in a nitrogen atmosphere while stirring. Almost instantly, H2 gas was visible. The brown mixture turned colourless. The remaining solution of 3-bromoanisole in dry diethyl ether was added drop wise. Gas forming was noticed duri...